Task: describe an organic reaction: reactants, conditions, products, and yield. Dataset: the Open Reaction Database (ORD), a public repository of structured organic reaction records The reactants are COc1ccc(NC(C)=O)c(C)c1, CCOC(C)=O, O=C(O)C(F)(F)F, [K+], O=[N+]([O-])[O-]. Product: COc1cc(C)c(NC(C)=O)cc1[N+](=O)[O-]. As a reaction SMILES: [CH3:1][c:2]1[c:3]([NH:10][C:11]([CH3:12])=[O:13])[cH:4][cH:5][c:6]([O:8][CH3:9])[cH:7]1.[CH3:26][CH2:27][O:28][C:29](=[O:30])[CH3:31].[F:19][C:20]([F:21])([F:22])[C:23]([OH:24])=[O:25].[K+:14].[O-:15][N+:16]([O-:17])=[O:18]>>[CH3:1][c:2]1[c:3]([NH:10][C:11]([CH3:12])=[O:13])[cH:4][c:5]([N+:16](=[O:15])[O-:17])[c:6]([O:8][CH3:9])[cH:7]1. Starting materials: C(C)(C)O (Iso-propanol), Cl (Hydrochloric acid), C(C1=CC=CC=C1)OC(=O)N[C@@H](C(C)C)C(=O)O.C1=NC2=C(N1COC(CO)CO)N=C(N=C2O)N (mono-benzyloxycarbonyl-L-valine ganciclovir). The reagents and catalysts are [Pd] (palladium on carbon). The solvent is CO (methanol). Run at temperature 2.5 celsius, time 1 hour. The product is CC(C)[C@@H](C(=O)OCC(CO)OCN1C=NC2=C1NC(=NC2=O)N)N.Cl (valganciclovir hydrochloride). Isolated yield 77.8%. RXN SMILES: [ClH:1].C(OC([NH:12][C@H:13]([C:17]([OH:19])=[O:18])[CH:14]([CH3:16])[CH3:15])=O)C1C=CC=CC=1.[CH:20]1[N:24]([CH2:25][O:26][CH:27]([CH2:30]O)[CH2:28][OH:29])[C:23]2[N:32]=[C:33]([NH2:37])[N:34]=[C:35]([OH:36])[C:22]=2[N:21]=1.C(O)(C)C>[Pd].CO>[CH3:16][CH:14]([C@H:13]([NH2:12])[C:17]([O:19][CH2:30][CH:27]([O:26][CH2:25][N:24]1[C:23]2[NH:32][C:33]([NH2:37])=[N:34][C:35](=[O:36])[C:22]=2[N:21]=[CH:20]1)[CH2:28][OH:29])=[O:18])[CH3:15].[ClH:1] |f:1.2,6.7|. Procedure: Hydrochloric acid (2.6 g) and 10% palladium on carbon (1.1 g, 50% wet) were added to a solution of mono-benzyloxycarbonyl-L-valine ganciclovir (10 g) in aqueous methanol (Methanol:Water::50 mL:8 mL) at ambient temperature. The reaction mass was flushed with nitrogen twice and hydrogenated at about 35° C. to 40° C. at hydrogen pressure of about 0.5-1 kg/cm2 for about 1 hour. The reaction mass was filtered and washed with methanol (10 mL). Methanol was distilled out completely under reduced pressu... The reactants are BrCc1ccccc1, CC1(C)OC(=O)c2ccc(O)cc2O1. Product: CC1(C)OC(=O)c2ccc(OCc3ccccc3)cc2O1. Reaction SMILES: [Br:15][CH2:16][c:17]1[cH:18][cH:19][cH:20][cH:21][cH:22]1.[OH:1][c:2]1[cH:3][c:4]2[c:5]([cH:13][cH:14]1)[C:6](=[O:12])[O:7][C:8]([CH3:10])([CH3:11])[O:9]2>>[O:1]([c:2]1[cH:3][c:4]2[c:5]([cH:13][cH:14]1)[C:6](=[O:12])[O:7][C:8]([CH3:10])([CH3:11])[O:9]2)[CH2:16][c:17]1[cH:18][cH:19][cH:20][cH:21][cH:22]1. The reactants are C(=O)/C(=C/C(=O)OCC)/C (ethyl (E)-3-formyl-2-butenoate), C(C)(C)NC(C)C (diisopropylamine), solution, C(CCC)[Li] (n-butyllithium), CCCCCC (hexane), [NH4+].[Cl-] (NH4Cl), C(=O)/C(=C/C(=O)OCC)/C (ethyl (E)-3-formyl-2-butenoate), C(C)(=O)C1=CC=2C(CCC(C2C=C1C)(C)C)(C)C (2-Acetyl-3,5,5,8,8-pentamethyl-5,6,7,8-tetrahydronaphthalene). Solvent: C1CCOC1 (THF), C1CCOC1 (THF), C1CCOC1 (THF). Run at time 25 minute. The product is OC(/C(=C/C(=O)OCC)/C)CC(C1=CC=2C(CCC(C2C=C1C)(C)C)(C)C)=O (Ethyl (E)-4-hydroxy-3-methyl-6-oxo-6-(3,5,5,8,8-pentamethyl-5,6,7,8-tetrahydro-2-naphthalenyl)-2-hexenoate). The yield is 79.2%. Reaction SMILES: C(NC(C)C)(C)C.C([Li])CCC.CCCCCC.[C:19]([C:22]1[C:31]([CH3:32])=[CH:30][C:29]2[C:28]([CH3:34])([CH3:33])[CH2:27][CH2:26][C:25]([CH3:36])([CH3:35])[C:24]=2[CH:23]=1)(=[O:21])[CH3:20].[CH:37](/[C:39](/[CH3:46])=[CH:40]/[C:41]([O:43][CH2:44][CH3:45])=[O:42])=[O:38].[NH4+].[Cl-]>C1COCC1>[OH:38][CH:37]([CH2:20][C:19](=[O:21])[C:22]1[C:31]([CH3:32])=[CH:30][C:29]2[C:28]([CH3:34])([CH3:33])[CH2:27][CH2:26][C:25]([CH3:36])([CH3:35])[C:24]=2[CH:23]=1)/[C:39](/[CH3:46])=[CH:40]/[C:41]([O:43][CH2:44][CH3:45])=[O:42] |f:5.6|. Procedure: To a solution of diisopropylamine (0.5 mL, 3.52 mmol) in 7 mL of THF at -78° C. under argon was added a 1.6M solution of n-butyllithium in hexane (2.2 mL, 3.52 mmol). The mixture was stirred for 25 min, and a solution of ketone 39 (0.78 g, 3.2 mmol) in 4 mL of THF was added slowly. The mixture was stirred for 20 min, and a solution of ethyl (E)-3-formyl-2-butenoate 40 (0.45 g, 3.2 mmol) (ethyl (E)-3-formyl-2-butenoate 40 is readily available from Fluka) in 3 mL of THF was added slowly. The mixtu... RXN SMILES: [C:19](#[CH:20])[Mg+:21].[CH2:22]1[O:23][CH2:24][CH2:25][CH2:26]1.[Cl-:18].[O:1]1[CH2:2][CH2:3][N:4]([CH2:7][CH2:8][O:9][c:10]2[cH:11][cH:12][c:13]([CH:14]=[O:15])[cH:16][cH:17]2)[CH2:5][CH2:6]1>>[O:1]1[CH2:2][CH2:3][N:4]([CH2:7][CH2:8][O:9][c:10]2[cH:11][cH:12][c:13]([CH:14]([OH:15])[C:19]#[CH:20])[cH:16][cH:17]2)[CH2:5][CH2:6]1. Product: C#CC(O)c1ccc(OCCN2CCOCC2)cc1. The reactants are C#C[Mg+], C1CCOC1, [Cl-], O=Cc1ccc(OCCN2CCOCC2)cc1. Starting materials: BrC=1C(=NC(=NC1)C1=CC=CC=C1)C(=O)O (5-bromo-2-phenyl-pyrimidine-4-carboxylic acid), [OH-].[NH4+] (ammonium hydroxide). Reagents/catalysts: S(=O)(=O)([O-])[O-].[Cu+2] (copper (II) sulfate). Run in O (water). Reaction conditions: temperature 80 celsius. Product: NC=1C(=NC(=NC1)C1=CC=CC=C1)C(=O)O (5-amino-2-phenyl-pyrimidine-4-carboxylic acid). As a reaction SMILES: Br[C:2]1[C:3]([C:14]([OH:16])=[O:15])=[N:4][C:5]([C:8]2[CH:13]=[CH:12][CH:11]=[CH:10][CH:9]=2)=[N:6][CH:7]=1.[OH-].[NH4+:18]>O.S([O-])([O-])(=O)=O.[Cu+2]>[NH2:18][C:2]1[C:3]([C:14]([OH:16])=[O:15])=[N:4][C:5]([C:8]2[CH:13]=[CH:12][CH:11]=[CH:10][CH:9]=2)=[N:6][CH:7]=1 |f:1.2,4.5|. Procedure: To a suspension of 8.75 g (0.0314 mole) of 5-bromo-2-phenyl-pyrimidine-4-carboxylic acid in 69 mL of concentrated ammonium hydroxide was added 0.39 g of copper (II) sulfate in 1.6 mL water. The mixture was sealed and heated to 80° C. for 6 days. After cooling to room temperature, and filtration, the solid was taken in 100 ml boiling water, filtered, cooled and acidified with acetic acid. Filtration and drying yielded 4.40 g of 5-amino-2-phenyl-pyrimidine-4-carboxylic acid as a tan solid, mp. 199... The reactants are [N+](=O)([O-])C1=C(C#N)C(=CC=C1)C1CC1 (2-nitro-6-cyclopropylbenzonitrile), [N+](=O)([O-])C1=C(C#N)C(=CC=C1)C1CC1 (2-nitro-6-cyclopropylbenzonitrile), [H][H] (hydrogen). The reagents and catalysts are [Pd] (palladium on carbon). The solvent is C(Cl)Cl (DCM), C(C)O (ethanol). Reaction conditions: time 48 hour. Yields the product NC1=C(C#N)C(=CC=C1)C1CC1 (2-Amino-6-cyclopropylbenzonitrile). The yield is 39.0%. Reaction SMILES: [N+:1]([C:4]1[CH:11]=[CH:10][CH:9]=[C:8]([CH:12]2[CH2:14][CH2:13]2)[C:5]=1[C:6]#[N:7])([O-])=O.[H][H]>[Pd].C(Cl)Cl.C(O)C>[NH2:1][C:4]1[CH:11]=[CH:10][CH:9]=[C:8]([CH:12]2[CH2:13][CH2:14]2)[C:5]=1[C:6]#[N:7]. Procedure: A slurry of palladium on carbon (10%; 0.025 g) in DCM (5 mL) was added to a solution of 2-nitro-6-cyclopropylbenzonitrile (Intermediate 11, 0.25 g) in ethanol (15 mL) under nitrogen. The nitrogen atmosphere was exchanged for hydrogen and the mixture was stirred for 48 hours. The mixture was filtered and the filtrate was concentrated under vacuum. The residue was purified by flash chromatography on silica, eluting with a mixture of ethyl acetate and cyclohexane. The fractions containing the desir... Starting materials: Cl (hydrochloric acid), S1C(NC(C1)=O)=O (2,4-thiazolidinedione), N1CCCCC1 (piperidine), BrC=1OC(=CC1)C(OC)OC (2-bromo-5-dimethoxymethylfuran), [Li]CCCC (n-BuLi), CN(C=O)C (dimethylformamide). Solvent: O (Water), C(C)O (ethanol), O1CCCC1 (tetrahydrofuran), O (Water). Conditions: time 10 minute. Yields the product COC(C1=CC=C(O1)C=C1C(NC(S1)=O)=O)OC (5-[(5-dimethoxymethyl-2-furanyl)methylene]-2,4-thiazolidinedione). The yield is 30.7%. RXN SMILES: Br[C:2]1[O:3][C:4]([CH:7]([O:10][CH3:11])[O:8][CH3:9])=[CH:5][CH:6]=1.[Li][CH2:13]CCC.CN(C)C=O.[S:22]1[CH2:26][C:25](=[O:27])[NH:24][C:23]1=[O:28].N1CCCCC1.Cl>O1CCCC1.O.C(O)C>[CH3:9][O:8][CH:7]([O:10][CH3:11])[C:4]1[O:3][C:2]([CH:13]=[C:26]2[S:22][C:23](=[O:28])[NH:24][C:25]2=[O:27])=[CH:6][CH:5]=1. Procedure details: To a solution of 2-bromo-5-dimethoxymethylfuran (273 mg, 1.24 mmol) in tetrahydrofuran (7 mL) w e re added n-BuLi (1.6 mol/L in hexane; 1.6 ml, 2.5 mmol) and dimethylformamide (0.25 mL, 3.0 mmol) at −78° C. under nitrogen atmosphere, and the mixture was stirred for 10 min. Water was added and the mixture was extracted with ether. The organic layer was washed with water and brine, dried on anhydrous sodium sulfate, and the solvent was removed under reduced pressure. To the residue were added etha...